This data is from the Open Reaction Database (ORD), a public repository of structured organic reaction records. The task is: describe an organic reaction: reactants, conditions, products, and yield Reactants: Br, CC(=O)O, CSc1cc(N)ccc1C, [Cu]Br, O=N[O-], [Na+], O, O=S(=O)(O)O. Yields the product CSc1cc(Br)ccc1C. Reaction SMILES: [BrH:15].[CH3:21][C:22](=[O:23])[OH:24].[CH3:5][c:6]1[c:7]([S:13][CH3:14])[cH:8][c:9]([NH2:10])[cH:11][cH:12]1.[Cu:26][Br:27].[N:1]([O-:2])=[O:3].[Na+:4].[OH2:25].[S:16](=[O:17])(=[O:18])([OH:19])[OH:20]>>[CH3:5][c:6]1[c:7]([S:13][CH3:14])[cH:8][c:9]([Br:15])[cH:11][cH:12]1.